This data is from the Open Reaction Database (ORD), a public repository of structured organic reaction records. The task is: describe an organic reaction: reactants, conditions, products, and yield The reactants are ( 40 ), [K+].[Br-] (KBr), ( 49 ), FC1=CC=C(CCNC([SH-]C)=S)C=C1 (N-4-Fluorophenethyl-S-methyl-dithiocarbamate), ( 100 ), N1C=C(C2=CC=CC=C12)CCNC([SH-]CC1=CC=CC=C1)=S (N-[2-(indol-3-yl)ethyl]-S-benzyl-dithiocarbamate), ( 24 ). Yields the product NCC1=CC2=CC=CC=C2C=C1 (2-Aminomethylnaphthalene). Reaction SMILES: [K+].[Br-].N1[C:11]2[C:6](=[CH:7][CH:8]=[CH:9][CH:10]=2)[C:5]([CH2:12][CH2:13][NH:14]C(=S)[SH-]CC2C=CC=CC=2)=C1.F[C:26]1C=CC(CCNC(=S)[SH-]C)=C[CH:27]=1>>[NH2:14][CH2:13][C:12]1[CH:27]=[CH:26][C:11]2[C:6](=[CH:7][CH:8]=[CH:9][CH:10]=2)[CH:5]=1 |f:0.1|. Procedure: Compound 27 (1.00 g, 5.8 mmol) in THF (20 mL) was added slowly to a solution of LAH (1.76 g, 46.4 mmol) in THF (45 mL) at 0° C. The solution was allowed to warm to room temperature and the reaction was stirred overnight. The reaction was cooled to 0° C. and quenched with H2O. The solids were filtered from the solution through celite and washed with hot THF. The filtrate was concentrated and the residue was dissolved in EtOAc (80 mL) and washed with 1 M HCl (3×30 mL). The aqueous layer was basifi... The reactants are [O-][Mn](=O)(=O)=O.[K+] (KMnO4), BrC1=NC=CC(=C1)C (2-bromo-4-picoline), N1=CC=CC=C1.O (pyridine water), [O-][Mn](=O)(=O)=O.[K+] (KMnO4). Run in O (water). Yields the product BrC=1C=C(C(=O)O)C=CN1 (2-bromoisonicotinic acid). The yield is 47.0%. Reaction SMILES: [Br:1][C:2]1[CH:7]=[C:6]([CH3:8])[CH:5]=[CH:4][N:3]=1.[O-:9][Mn](=O)(=O)=O.[K+].N1C=CC=CC=1.[OH2:21]>O>[Br:1][C:2]1[CH:7]=[C:6]([CH:5]=[CH:4][N:3]=1)[C:8]([OH:9])=[O:21] |f:1.2,3.4|. Procedure details: To a mixture of 2-bromo-4-picoline (300 g, 1.74 mol) in pyridine/water (1 L each) at 95° C. was added KMnO4 (200 g) dissolved in water (IL). Further, added KMnO4 (2 Kg) in portions (app. 20 mg each time) over a period of 4 days. The reaction mixture was cooled to RT and filtered off the solid MnO2. The filtrate was evaporated completely under reduce pressure and acidified with 6N HCl. The solid product obtained was filtered, washed with water and dried to give 2-bromoisonicotinic acid (166 g, 47... The reactants are CC(C)(C)OC(=O)OC(=O)OC(C)(C)C ((Boc)2O), C(=O)(O)[O-].[Na+] (NaHCO3), FC1=CC(=C(C(=O)NC2CCN(CC2)C(=O)OC(C)(C)C)C=C1[N+](=O)[O-])C=C (tert-Butyl 4-(4-fluoro-5-nitro-2-vinylbenzamido)piperidine-1-carboxylate), C(=O)(C(F)(F)F)O (TFA), C(C)[SiH](CC)CC (triethylsilane), O=[O+][O-] (Ozone). Run in C(Cl)Cl (DCM), O (water), C(Cl)Cl (DCM). Conditions: time 5 minute. Product: FC=1C=C2CN(C(C2=CC1[N+](=O)[O-])=O)C1CCN(CC1)C(=O)OC(C)(C)C (tert-Butyl 4-(5-fluoro-6-nitro-1-oxoisoindolin-2-yl)piperidine-1-carboxylate). Reaction SMILES: [F:1][C:2]1[C:23]([N+:24]([O-:26])=[O:25])=[CH:22][C:5]([C:6]([NH:8][CH:9]2[CH2:14][CH2:13][N:12]([C:15]([O:17][C:18]([CH3:21])([CH3:20])[CH3:19])=[O:16])[CH2:11][CH2:10]2)=[O:7])=[C:4]([CH:27]=C)[CH:3]=1.O=[O+][O-].C(O)(C(F)(F)F)=O.C([SiH](CC)CC)C.C([O-])(O)=O.[Na+].CC(OC(OC(OC(C)(C)C)=O)=O)(C)C>C(Cl)Cl.O>[F:1][C:2]1[CH:3]=[C:4]2[C:5](=[CH:22][C:23]=1[N+:24]([O-:26])=[O:25])[C:6](=[O:7])[N:8]([CH:9]1[CH2:14][CH2:13][N:12]([C:15]([O:17][C:18]([CH3:20])([CH3:19])[CH3:21])=[O:16])[CH2:11][CH2:10]1)[CH2:27]2 |f:4.5|. Procedure: tert-Butyl 4-(4-fluoro-5-nitro-2-vinylbenzamido)piperidine-1-carboxylate (Step 2, 1.1 g, 2.77 mmol) in 50 mL of DCM is chilled to −78° C. Ozone was passed through the solution until the starting material was consumed, and then nitrogen was passed through the solution for 5 min. The reaction mixture was warmed to room temperature. Triphenylphosphine-resin (2.77 g) in 10 mL of DCM was added, and was stirred for another 1.5 h. The resin was filtered off, and the solution was concentrated in vacuo. ... The reactants are C(C(=O)O)(=O)O.C(C(=O)O)(=O)O.OC=1C=CC2=C(SC(=C2CC2=CC(=C(C=C2)CN2CCCC2)C)C=2C=CC(=NC2)OCCC2NCCC2)C1 (2-[[5-[6-Hydroxy-3-[[3-methyl-4-[(1-pyrrolidinyl)methyl]phenyl]methyl]benzo[b]thiophen-2-yl]pyrid-2-yloxy]ethyl]pyrrolidine Dioxalate), N1(CCCC1)CCOC1=C(C=C(C=C1)Br)OC (4-bromo-2-methoxyphenyl 2-(1-pyrrolidinyl)ethyl ether). Yields the product C(C(=O)O)(=O)O.C(C(=O)O)(=O)O.OC=1C=CC2=C(SC(=C2CC2=CC(=C(C=C2)CN2CCCC2)C)C2=CC(=C(C=C2)OCCN2CCCC2)OC)C1 (1-[[4-[6-Hydroxy-2-[3-methoxy-4-[2-(1-pyrrolidinyl)ethoxy]phenyl]benzo[b]thiophen-3-yl]methyl-2-methylphenyl]methyl]pyrrolidine Dioxalate). The yield is 30.0%. Reaction SMILES: [C:1]([OH:6])(=[O:5])[C:2]([OH:4])=[O:3].[C:7]([OH:12])(=[O:11])[C:8]([OH:10])=[O:9].[OH:13][C:14]1[CH:15]=[CH:16][C:17]2[C:21]([CH2:22][C:23]3[CH:28]=[CH:27][C:26]([CH2:29][N:30]4[CH2:34][CH2:33][CH2:32][CH2:31]4)=[C:25]([CH3:35])[CH:24]=3)=[C:20](C3C=CC(OCCC4CCCN4)=NC=3)[S:19][C:18]=2[CH:50]=1.[N:51]1([CH2:56][CH2:57][O:58][C:59]2[CH:64]=[CH:63][C:62](Br)=[CH:61][C:60]=2[O:66][CH3:67])[CH2:55][CH2:54][CH2:53][CH2:52]1>>[C:1]([OH:6])(=[O:5])[C:2]([OH:4])=[O:3].[C:7]([OH:12])(=[O:11])[C:8]([OH:10])=[O:9].[OH:13][C:14]1[CH:15]=[CH:16][C:17]2[C:21]([CH2:22][C:23]3[CH:28]=[CH:27][C:26]([CH2:29][N:30]4[CH2:34][CH2:33][CH2:32][CH2:31]4)=[C:25]([CH3:35])[CH:24]=3)=[C:20]([C:62]3[CH:63]=[CH:64][C:59]([O:58][CH2:57][CH2:56][N:51]4[CH2:55][CH2:54][CH2:53][CH2:52]4)=[C:60]([O:66][CH3:67])[CH:61]=3)[S:19][C:18]=2[CH:50]=1 |f:0.1.2,4.5.6|. Reported procedure: The title compound was prepared from 6-benzyloxy-2-(dimethylamino)benzo[b]thiophen-3-yl 3-methyl-4-[(1-pyrrolidinyl)methyl]phenyl ketone (Example 124, Part C) and 4-bromo-2-methoxyphenyl 2-(1-pyrrolidinyl)ethyl ether (Part A) in 30% yield after PrepLC (SiO2; gradient of 80:15:5 to 70:25:5 hexanes-THF-TEA) by essentially following the procedure detailed in Example 123, Part A. Reactants: ClC=1C(N(S(C1C1=CC=CC=C1)(=O)=O)CCOC)=O (4-chloro-2-(2-methoxyethyl)-5-phenylisothiazol-3(2H)-one 1,1-dioxide), C1(CCCCC1)C1=CC=C(N)C=C1 (4-cyclohexylaniline), H+. Product: C1(CCCCC1)C1=CC=C(C=C1)NC=1C(N(S(C1C1=CC=CC=C1)(=O)=O)CCOC)=O (4-[(4-Cyclohexylphenyl)amino]-2-(2-methoxyethyl)-5-phenylisothiazol-3(2H)-one 1,1-dioxide). RXN SMILES: Cl[C:2]1[C:3](=[O:19])[N:4]([CH2:15][CH2:16][O:17][CH3:18])[S:5](=[O:14])(=[O:13])[C:6]=1[C:7]1[CH:12]=[CH:11][CH:10]=[CH:9][CH:8]=1.[CH:20]1([C:26]2[CH:32]=[CH:31][C:29]([NH2:30])=[CH:28][CH:27]=2)[CH2:25][CH2:24][CH2:23][CH2:22][CH2:21]1>>[CH:20]1([C:26]2[CH:27]=[CH:28][C:29]([NH:30][C:2]3[C:3](=[O:19])[N:4]([CH2:15][CH2:16][O:17][CH3:18])[S:5](=[O:14])(=[O:13])[C:6]=3[C:7]3[CH:12]=[CH:11][CH:10]=[CH:9][CH:8]=3)=[CH:31][CH:32]=2)[CH2:21][CH2:22][CH2:23][CH2:24][CH2:25]1. Procedure: The title compound was prepared from 4-chloro-2-(2-methoxyethyl)-5-phenylisothiazol-3(2H)-one 1,1-dioxide and 4-cyclohexylaniline in a similar manner as described for e.g. Examples 9 and 13. 1H NMR (400 MHz, CD3CN): δ 1.19-1.44 (m, 5H), 1.64-1.84 (m, 5H), 2.31-2.40 (m, 1H), 3.38 (s, 3H), 3.72 (t, 2H), 3.90 (t, 2H), 6.67-6.72 (m, 2H), 6.80-6.85 (m, 2H), 7.05-7.14 (m, 4H), 7.19-7.24 (m, 1H), 7.75 (bs, 1H); Mass Spectrum: M+H+ 441. Reactants: ClC1=CC2=C(N=N1)CCN(C2)C(CCC=C)=O (3-chloro-5,6,7,8-tetrahydro-6-(4-pentenoyl)pyrido[4,3-c]pyridazine), O.NN (hydrazine hydrate), C(Cl)(Cl)Cl (chloroform). Product: N(N)C1=CC2=C(N=N1)CCN(C2)C(CCC=C)=O (3-Hydrazino-5,6,7,8-tetrahydro-6-(4-pentenoyl)pyrido[4,3-c]pyridazine). Reaction SMILES: Cl[C:2]1[N:7]=[N:6][C:5]2[CH2:8][CH2:9][N:10]([C:12](=[O:17])[CH2:13][CH2:14][CH:15]=[CH2:16])[CH2:11][C:4]=2[CH:3]=1.C(Cl)(Cl)Cl.O.[NH2:23][NH2:24]>>[NH:23]([C:2]1[N:7]=[N:6][C:5]2[CH2:8][CH2:9][N:10]([C:12](=[O:17])[CH2:13][CH2:14][CH:15]=[CH2:16])[CH2:11][C:4]=2[CH:3]=1)[NH2:24] |f:2.3|. Procedure: 12.3 g of 3-chloro-5,6,7,8-tetrahydro-6-(4-pentenoyl)pyrido[4,3-c]pyridazine are stirred in 40 cc of hydrazine hydrate at a bath temperature of 90° for 3 hours. The mixture is cooled with ice, 100 cc of chloroform are added, and the excess hydrazine is separated. Upon concentrating the chloroform phase, the crude title compound is obtained as an oil. This is converted to bis[3-hydrazino-5,6,7,8-tetrahydro-6-(4-pentenoyl)pyrido[4,3-c]pyridazine]trisfurmarate by boiling with 4 g of fumaric acid in... Reactants: FC(OC1=C(C(=CC(=C1)C)C)CC=O)F (2-difluoromethyloxy-4,6-dimethylphenylacetaldehyde), crude product, P(=O)(O)(O)[O-].[Na+] (sodium dihydrogen phosphate), Cl(=O)[O-].[Na+] (sodium chlorite), CC(C)=CC (2-methyl-2-butene). The solvent is C(C)(C)(C)O (tert-butanol), O (water), C(C)(=O)OCC (ethyl acetate). Reaction conditions: time 4 hour. Product: solid, FC(OC1=C(C(=CC(=C1)C)C)CC(=O)O)F (2-difluoromethyloxy-4,6-dimethylphenylacetic acid). The yield is 12.1%. RXN SMILES: [F:1][CH:2]([F:15])[O:3][C:4]1[CH:9]=[C:8]([CH3:10])[CH:7]=[C:6]([CH3:11])[C:5]=1[CH2:12][CH:13]=[O:14].CC(=CC)C.P([O-])(O)(O)=[O:22].[Na+].Cl([O-])=O.[Na+]>C(O)(C)(C)C.O.C(OCC)(=O)C>[F:1][CH:2]([F:15])[O:3][C:4]1[CH:9]=[C:8]([CH3:10])[CH:7]=[C:6]([CH3:11])[C:5]=1[CH2:12][C:13]([OH:22])=[O:14] |f:2.3,4.5|. Reported procedure: 19.2 g of 2-difluoromethyloxy-4,6-dimethylphenylacetaldehyde (XXXIV-c-1) as the crude product were dissolved in 270 ml of tert-butanol, the solution was mixed with 90.4 g of 2-methyl-2-butene, and a solution of 90 g of sodium dihydrogen phosphate and 42 g of sodium chlorite in 353 ml of water was subsequently added dropwise at room temperature. The mixture was stirred for four hours and then stirred into 400 ml of ethyl acetate, and the phases were separated. The aqueous phase was extracted two ... Reactants: CC(OCc1ccccc1)C(NC(=O)OCc1ccccc1)C(=O)O, ClCCl, O=C(CCO)OCc1ccccc1. Yields the product CC(OCc1ccccc1)C(C(=O)O)N(CCC(=O)OCc1ccccc1)C(=O)OCc1ccccc1. As a reaction SMILES: [CH2:1]([c:2]1[cH:3][cH:4][cH:5][cH:6][cH:7]1)[O:8][CH:9]([CH:10]([NH:11][C:12](=[O:13])[O:14][CH2:15][c:16]1[cH:17][cH:18][cH:19][cH:20][cH:21]1)[C:22](=[O:23])[OH:24])[CH3:25].[CH2:39]([Cl:40])[Cl:41].[OH:26][CH2:27][CH2:28][C:29](=[O:30])[O:31][CH2:32][c:33]1[cH:34][cH:35][cH:36][cH:37][cH:38]1>>[CH2:1]([c:2]1[cH:3][cH:4][cH:5][cH:6][cH:7]1)[O:8][CH:9]([CH:10]([N:11]([C:12](=[O:13])[O:14][CH2:15][c:16]1[cH:17][cH:18][cH:19][cH:20][cH:21]1)[CH2:27][CH2:28][C:29](=[O:30])[O:31][CH2:32][c:33]1[cH:34][cH:35][cH:36][cH:37][cH:38]1)[C:22](=[O:23])[OH:24])[CH3:25].